This data is from the Open Reaction Database (ORD), a public repository of structured organic reaction records. The task is: describe an organic reaction: reactants, conditions, products, and yield The reactants are C1(=CC=CC=C1)[Mg]Br (phenylmagnesium bromide), ClC1=NC(=NC=C1)SC (4-chloro-2-methylthio-pyrimidine), Fe(acac)3. The solvent is C1CCOC1 (THF). Conditions: time 50 minute. Product: CSC1=NC=CC(=N1)C1=CC=CC=C1 (2-methylthio-4-phenyl-pyrimidine). Yield: 52.9%. Reaction SMILES: [C:1]1([Mg]Br)[CH:6]=[CH:5][CH:4]=[CH:3][CH:2]=1.Cl[C:10]1[CH:15]=[CH:14][N:13]=[C:12]([S:16][CH3:17])[N:11]=1>C1COCC1>[CH3:17][S:16][C:12]1[N:13]=[C:14]([C:1]2[CH:6]=[CH:5][CH:4]=[CH:3][CH:2]=2)[CH:15]=[CH:10][N:11]=1. Reported procedure: A solution of phenylmagnesium bromide (1M in THF, 4.2 mL, 4.2 mmol) is added to a solution of 4-chloro-2-methylthio-pyrimidine (296 mg, 1.84 mmol) and Fe(acac)3 (32 mg, 0.09 mmol) in THF (10 mL) at −30° C. After stirring for 50 min at that temperature, the reaction is quenched with brine, the aqueous layer is extracted with Et2O, the combined organic phases are dried over Na2SO4 and evaporated, and the residue is purified by flash chromatography (hexane/ethyl acetate, 10:1). After eluting a firs... As a reaction SMILES: [BH4-:29].[CH3:27][OH:28].[NH2:7][CH:8]1[CH2:9][N:10]([C:13](=[O:14])[O:15][C:16]([CH3:17])([CH3:18])[CH3:19])[CH2:11][CH2:12]1.[Na+:30].[O:1]=[C:2]1[CH2:3][CH2:4][CH2:5][CH2:6]1.[OH2:31].[c:20]1([CH3:21])[cH:22][cH:23][cH:24][cH:25][cH:26]1>>[CH:2]1([NH:7][CH:8]2[CH2:9][N:10]([C:13](=[O:14])[O:15][C:16]([CH3:17])([CH3:18])[CH3:19])[CH2:11][CH2:12]2)[CH2:3][CH2:4][CH2:5][CH2:6]1. Yields the product CC(C)(C)OC(=O)N1CCC(NC2CCCC2)C1. Reactants: [BH4-], CO, CC(C)(C)OC(=O)N1CCC(N)C1, [Na+], O=C1CCCC1, O, Cc1ccccc1. The reactants are CCCCc1cc2cc(OC)ccc2c(Oc2ccc(C=CC(=O)OCC)cc2)c1-c1ccccc1, C1CCOC1, CCO, [Na+], [OH-]. Yields the product CCCCc1cc2cc(OC)ccc2c(Oc2ccc(C=CC(=O)O)cc2)c1-c1ccccc1. RXN SMILES: [CH2:1]([CH2:2][CH2:3][CH3:4])[c:5]1[c:6](-[c:31]2[cH:32][cH:33][cH:34][cH:35][cH:36]2)[c:7]([O:17][c:18]2[cH:19][cH:20][c:21]([CH:24]=[CH:25][C:26](=[O:27])[O:28][CH2:29][CH3:30])[cH:22][cH:23]2)[c:8]2[cH:9][cH:10][c:11]([O:15][CH3:16])[cH:12][c:13]2[cH:14]1.[CH2:39]1[O:40][CH2:41][CH2:42][CH2:43]1.[CH3:44][CH2:45][OH:46].[Na+:38].[OH-:37]>>[CH2:1]([CH2:2][CH2:3][CH3:4])[c:5]1[c:6](-[c:31]2[cH:32][cH:33][cH:34][cH:35][cH:36]2)[c:7]([O:17][c:18]2[cH:19][cH:20][c:21]([CH:24]=[CH:25][C:26](=[O:27])[OH:28])[cH:22][cH:23]2)[c:8]2[cH:9][cH:10][c:11]([O:15][CH3:16])[cH:12][c:13]2[cH:14]1. Reactants: FC(C1=C(C(=C(C(=N1)C(F)(F)F)C(=O)OCC)CC)SC1=CC=CC=C1)F (6-(Difluoromethyl)-4-ethyl-5-phenylthio-2-(trifluoromethyl)-3-pyridinecarboxylic acid, ethyl ester), C1=CC(=CC(=C1)Cl)C(=O)OO (MCPBA), mixture, C1=CC(=CC(=C1)Cl)C(=O)O (MCBA). Yields the product FC(C1=C(C(=C(C(=N1)C(F)(F)F)C(=O)OCC)CC)S(=O)C1=CC=CC=C1)F (6-(Difluoromethyl)-5-phenylsulfinyl-4-ethyl-2-(trifluoromethyl)-3-pyridinecarboxylic acid, ethyl ester). RXN SMILES: [F:1][CH:2]([F:27])[C:3]1[N:8]=[C:7]([C:9]([F:12])([F:11])[F:10])[C:6]([C:13]([O:15][CH2:16][CH3:17])=[O:14])=[C:5]([CH2:18][CH3:19])[C:4]=1[S:20][C:21]1[CH:26]=[CH:25][CH:24]=[CH:23][CH:22]=1.C1C=C(Cl)C=C(C(OO)=[O:36])C=1.C1C=C(Cl)C=C(C(O)=O)C=1>>[F:27][CH:2]([F:1])[C:3]1[N:8]=[C:7]([C:9]([F:12])([F:10])[F:11])[C:6]([C:13]([O:15][CH2:16][CH3:17])=[O:14])=[C:5]([CH2:18][CH3:19])[C:4]=1[S:20]([C:21]1[CH:22]=[CH:23][CH:24]=[CH:25][CH:26]=1)=[O:36]. Procedure details: Prepared from product of Example 8 (6.1 g, 15.1 mmol) and MCPBA (2.9 g of an 85% mixture with MCBA, 15.1 mmol) as described above. Recrystallization (ether/petroleum ether) afforded the product as a white solid (4.46 g). Procedure: 2-(5-Chloro-3-pyridyloxy)butyric acid (0.35 g; prepared as described in Stage 2 of Example 1) was stirred in dry dichloromethane (5 ml) containing N,N-dimethylformamide (0.1 ml) and treated dropwise with oxalyl chloride (0.145 ml) at ambient temperature. The solution was stirred for 0.5 hours and added in portions to a mixture of 1-chloro-3-amino-3-methylbut-1-yne hydrochloride (0.25 g; prepared as described below), dry triethylamine (0.68 ml) and 4-dimethylaminopyridine (0.01 g) in dry dichloro... Run in ClCCl (dichloromethane), CCCCCC.C(C)(=O)OCC (hexane ethyl acetate), ClCCl (dichloromethane), ClCCl (dichloromethane), C(C)N(CC)CC (triethylamine). As a reaction SMILES: [Cl:1][C:2]1[CH:3]=[C:4]([O:8][CH:9]([CH2:13][CH3:14])[C:10](O)=O)[CH:5]=[N:6][CH:7]=1.CN(C)C=[O:18].C(Cl)(=O)C(Cl)=O.Cl.[Cl:27][C:28]#[C:29][C:30]([NH2:33])([CH3:32])[CH3:31]>ClCCl.CN(C)C1C=CN=CC=1.CCCCCC.C(OCC)(=O)C.C(N(CC)CC)C>[Cl:1][C:2]1[CH:3]=[C:4]([O:8][CH:9]([CH3:10])[CH2:13][C:14]([NH:33][C:30]([CH3:32])([CH3:31])[C:29]#[C:28][Cl:27])=[O:18])[CH:5]=[N:6][CH:7]=1 |f:3.4,7.8|. The reactants are CN(C=O)C (N,N-dimethylformamide), ClC=1C=C(C=NC1)OC(C(=O)O)CC (2-(5-chloro-3-pyridyloxy)butyric acid), C(C(=O)Cl)(=O)Cl (oxalyl chloride), Cl.ClC#CC(C)(C)N (1-chloro-3-amino-3-methylbut-1-yne hydrochloride). Run at time 0.5 hour. Product: ClC=1C=C(C=NC1)OC(CC(=O)NC(C#CCl)(C)C)C (3-(5-chloro-3-pyridyloxy)-N-(1-chloro-3-methylbut-1-yn-3-yl)butyramide). Reagents/catalysts: CN(C1=CC=NC=C1)C (4-dimethylaminopyridine). Starting materials: C(C)(C)(C)OC(=O)CC(C(=O)OC)C1=CC=C(C=C1)OCC1=CC=CC=C1 (methyl (R/S)-α-t-butoxycarbonylmethyl-4-benzyloxyphenylacetate), C(C)(C)(C)OC(=O)CC(C(=O)OC)C1=CC=C(C=C1)OCC1=CC=CC=C1 (Methyl (R/S)-α-t-Butoxycarbonylmethyl-4-benzyloxyphenylacetate), [Li+].[OH-] (LiOH). Solvent: CO (MeOH). Yields the product C(C)(C)(C)OC(=O)CC(C(=O)O)C1=CC=C(C=C1)OCC1=CC=CC=C1 ((R/S)-α-t-Butoxycarbonylmethyl-4-benzyloxyphenylacetic Acid). Isolated yield 84.2%. RXN SMILES: [C:1]([O:5][C:6]([CH2:8][CH:9]([C:14]1[CH:19]=[CH:18][C:17]([O:20][CH2:21][C:22]2[CH:27]=[CH:26][CH:25]=[CH:24][CH:23]=2)=[CH:16][CH:15]=1)[C:10]([O:12]C)=[O:11])=[O:7])([CH3:4])([CH3:3])[CH3:2].[Li+].[OH-]>CO>[C:1]([O:5][C:6]([CH2:8][CH:9]([C:14]1[CH:15]=[CH:16][C:17]([O:20][CH2:21][C:22]2[CH:27]=[CH:26][CH:25]=[CH:24][CH:23]=2)=[CH:18][CH:19]=1)[C:10]([OH:12])=[O:11])=[O:7])([CH3:4])([CH3:2])[CH3:3] |f:1.2|. Reported procedure: A solution of methyl (R/S)-α-t-butoxycarbonylmethyl-4-benzyloxyphenylacetate (5.92 g, 16 mmol) 48a in MeOH (50 mL) was treated with 1 N LiOH (32 mL) for 3 hours and MeOH was removed by concentration in vacuo. EtOAc was added and the solution was acidified with citric acid to pH 3. The organic layer was separated and the water solution was extracted with EtOAc one more time. The combined organic layers were washed with brine, dried over MgSO4 and concentrated to afford the acid (4.8 g, 84%) as a ... The reactants are FC1=CC=C(C(=O)N)C=C1 (4-fluorobenzamide), [O-]P(=O)([O-])[O-].[K+].[K+].[K+] (K3PO4), C(CN)N (ethane-1,2-diamine), BrC=1N=CC(=NC1)N1C(=NC2=C1C=CC(=C2)OC)C(F)(F)F (1-(5-bromo-pyrazin-2-yl)-5-methoxy-2-trifluoromethyl-1H-benzoimidazole). The reagents and catalysts are [Cu]I (CuI). The solvent is O1CCOCC1 (1,4-dioxane), CCOC(=O)C (EtOAc). The product is FC1=CC=C(C(=O)NC2=NC=C(N=C2)N2C(=NC3=C2C=CC(=C3)OC)C(F)(F)F)C=C1 (4-fluoro-N-(5-(5-methoxy-2-(trifluoromethyl)-1H-benzo[d]imidazol-1-yl)pyrazin-2-yl)benzamide). RXN SMILES: Br[C:2]1[N:3]=[CH:4][C:5]([N:8]2[C:12]3[CH:13]=[CH:14][C:15]([O:17][CH3:18])=[CH:16][C:11]=3[N:10]=[C:9]2[C:19]([F:22])([F:21])[F:20])=[N:6][CH:7]=1.[F:23][C:24]1[CH:32]=[CH:31][C:27]([C:28]([NH2:30])=[O:29])=[CH:26][CH:25]=1.[O-]P([O-])([O-])=O.[K+].[K+].[K+].C(N)CN>O1CCOCC1.[Cu]I.CCOC(C)=O>[F:23][C:24]1[CH:32]=[CH:31][C:27]([C:28]([NH:30][C:2]2[CH:7]=[N:6][C:5]([N:8]3[C:12]4[CH:13]=[CH:14][C:15]([O:17][CH3:18])=[CH:16][C:11]=4[N:10]=[C:9]3[C:19]([F:22])([F:21])[F:20])=[CH:4][N:3]=2)=[O:29])=[CH:26][CH:25]=1 |f:2.3.4.5|. Procedure: Into a 50 mL 3-necked round bottom flask, purged and maintained with an inert atmosphere of nitrogen, was placed a solution of 1-(5-bromo-pyrazin-2-yl)-5-methoxy-2-trifluoromethyl-1H-benzoimidazole (iv) (100 mg, 0.27 mmol) in 1,4-dioxane (30 mL). To this was added 4-fluorobenzamide (80 mg, 0.58 mmol), K3PO4 (250 mg, 1.18 mmol), CuI (10 mg, 0.05 mmol) and ethane-1,2-diamine (EDA) (5 mg, 0.08 mmol). The resulting solution was stirred at reflux overnight. The reaction progress was monitored by TLC ...